Dataset: the Open Reaction Database (ORD), a public repository of structured organic reaction records. Task: describe an organic reaction: reactants, conditions, products, and yield The reactants are COC1=CC=CC=2NC(=NC21)CCCN(CCC2(C1C=C(C(C2)CC1)C1=CC=CC=C1)O)C (rac-(1R*,2R*,4R*)-2-(2-{[3-(4-methoxy-1H-benzoimidazol-2-yl)-propyl]-methyl-amino}-ethyl)-5-phenyl-bicyclo[2.2.2]oct-5-en-2-ol), C1(CCC1)C(=O)Cl (cyclobutancarbonyl chloride). Product: COC1=CC=CC=2NC(=NC21)CCCN(CC[C@]2([C@H]1C=C([C@@H](C2)CC1)C1=CC=CC=C1)OC(=O)C1CCC1)C (rac-Cyclobutanecarboxylic acid (1R*,2R*,4R*)-2-(2-{[3-(4-methoxy-1H-benzoimidazol-2-yl)-propyl]-methyl-amino}-ethyl)-5-phenyl-bicyclo[2.2.2]oct-5-en-2-yl ester). Reaction SMILES: [CH3:1][O:2][C:3]1[C:11]2[N:10]=[C:9]([CH2:12][CH2:13][CH2:14][N:15]([CH3:33])[CH2:16][CH2:17][C:18]3([OH:32])[CH2:23][CH:22]4[CH2:24][CH2:25][CH:19]3[CH:20]=[C:21]4[C:26]3[CH:31]=[CH:30][CH:29]=[CH:28][CH:27]=3)[NH:8][C:7]=2[CH:6]=[CH:5][CH:4]=1.[CH:34]1([C:38](Cl)=[O:39])[CH2:37][CH2:36][CH2:35]1>>[CH3:1][O:2][C:3]1[C:11]2[N:10]=[C:9]([CH2:12][CH2:13][CH2:14][N:15]([CH3:33])[CH2:16][CH2:17][C@:18]3([O:32][C:38]([CH:34]4[CH2:37][CH2:36][CH2:35]4)=[O:39])[CH2:23][C@H:22]4[CH2:24][CH2:25][C@@H:19]3[CH:20]=[C:21]4[C:26]3[CH:27]=[CH:28][CH:29]=[CH:30][CH:31]=3)[NH:8][C:7]=2[CH:6]=[CH:5][CH:4]=1. Procedure details: Prepared according to procedure P1.4 in Example 1A using rac-(1R*,2R*,4R*)-2-(2-{[3-(4-methoxy-1H-benzoimidazol-2-yl)-propyl]-methyl-amino}-ethyl)-5-phenyl-bicyclo[2.2.2]oct-5-en-2-ol and cyclobutancarbonyl chloride. Starting materials: C1(=CC=CC=C1)S(=O)(=O)N(C=1C=C(C2=C(N(C(=N2)CCCC)CC2=CC=C(C=C2)C=2C(=CC=CC2)C(=O)OC(C)(C)C)C1)C)CCCCC (tert.butyl 4'-[[6-(N-benzenesulphonyl-n-pentylamino)-2-n-butyl-4-methyl-benzimidazol-1-yl]-methyl]-biphenyl-2-carboxylate), FC(C(=O)O)(F)F (trifluoroacetic acid). Solvent: C(Cl)Cl (methylene chloride). Product: C1(=CC=CC=C1)S(=O)(=O)N(C=1C=C(C2=C(N(C(=N2)CCCC)CC2=CC=C(C=C2)C=2C(=CC=CC2)C(=O)O)C1)C)CCCCC (4'-[[6-(N-Benzenesulphonyl-n-pentylamino)-2-n-butyl-4-methyl-benzimidazol-1-yl]-methyl]-biphenyl-2-carboxylic acid). As a reaction SMILES: [C:1]1([S:7]([N:10]([CH2:45][CH2:46][CH2:47][CH2:48][CH3:49])[C:11]2[CH:12]=[C:13]([CH3:44])[C:14]3[N:18]=[C:17]([CH2:19][CH2:20][CH2:21][CH3:22])[N:16]([CH2:23][C:24]4[CH:29]=[CH:28][C:27]([C:30]5[C:31]([C:36]([O:38]C(C)(C)C)=[O:37])=[CH:32][CH:33]=[CH:34][CH:35]=5)=[CH:26][CH:25]=4)[C:15]=3[CH:43]=2)(=[O:9])=[O:8])[CH:6]=[CH:5][CH:4]=[CH:3][CH:2]=1.FC(F)(F)C(O)=O>C(Cl)Cl>[C:1]1([S:7]([N:10]([CH2:45][CH2:46][CH2:47][CH2:48][CH3:49])[C:11]2[CH:12]=[C:13]([CH3:44])[C:14]3[N:18]=[C:17]([CH2:19][CH2:20][CH2:21][CH3:22])[N:16]([CH2:23][C:24]4[CH:29]=[CH:28][C:27]([C:30]5[C:31]([C:36]([OH:38])=[O:37])=[CH:32][CH:33]=[CH:34][CH:35]=5)=[CH:26][CH:25]=4)[C:15]=3[CH:43]=2)(=[O:8])=[O:9])[CH:6]=[CH:5][CH:4]=[CH:3][CH:2]=1. Reported procedure: Prepared analogously to Example 1 from tert.butyl 4'-[[6-(N-benzenesulphonyl-n-pentylamino)-2-n-butyl-4-methyl-benzimidazol-1-yl]-methyl]-biphenyl-2-carboxylate and trifluoroacetic acid in methylene chloride.